This data is from the Open Reaction Database (ORD), a public repository of structured organic reaction records. The task is: describe an organic reaction: reactants, conditions, products, and yield The reactants are N1C=C(C2=CC=CC=C12)C=O (1H-Indole-3-carbaldehyde), ClCC1=CC=C(C=C1)OC (1-(chloromethyl)-4-methoxybenzene), [H-].[Na+] (NaH). Solvent: CN(C)C=O (DMF). RXN SMILES: [NH:1]1[C:9]2[C:4](=[CH:5][CH:6]=[CH:7][CH:8]=2)[C:3]([CH:10]=[O:11])=[CH:2]1.Cl[CH2:13][C:14]1[CH:19]=[CH:18][C:17]([O:20][CH3:21])=[CH:16][CH:15]=1.[H-].[Na+]>CN(C=O)C>[CH3:21][O:20][C:17]1[CH:18]=[CH:19][C:14]([CH2:13][N:1]2[C:9]3[C:4](=[CH:5][CH:6]=[CH:7][CH:8]=3)[C:3]([CH:10]=[O:11])=[CH:2]2)=[CH:15][CH:16]=1 |f:2.3|. The product is COC1=CC=C(CN2C=C(C3=CC=CC=C23)C=O)C=C1 (1-(4-methoxybenzyl)-1H-indole-3-carbaldehyde). Yield: 109.3%. Reported procedure: Using analogous procedure as those described to prepare intermediate I-38b, 1H-Indole-3-carbaldehyde (10 g, 68.96 mmol) was reacted with 1-(chloromethyl)-4-methoxybenzene (11.26 mL, 82.75 mmol) and 60% NaH (5.5 g, 137.92 mmol) in DMF (140 mL) at room temperature for 1 hour to afford 20 g of the product.